Dataset: the Open Reaction Database (ORD), a public repository of structured organic reaction records. Task: describe an organic reaction: reactants, conditions, products, and yield Starting materials: O=C1NC(=O)C2(CC(C(=O)O)Oc3ccc(F)cc32)N1, O=S(Cl)Cl. The product is O=C1NC(=O)C2(CC(C(=O)Cl)Oc3ccc(F)cc32)N1. Reaction SMILES: [F:5][c:6]1[cH:7][c:8]2[c:13]([cH:14][cH:15]1)[O:12][CH:11]([C:16](=[O:17])[OH:18])[CH2:10][C:9]21[NH:19][C:20](=[O:24])[NH:21][C:22]1=[O:23].[S:1]([Cl:2])([Cl:3])=[O:4]>>[Cl:3][C:16]([CH:11]1[CH2:10][C:9]2([c:8]3[cH:7][c:6]([F:5])[cH:15][cH:14][c:13]3[O:12]1)[NH:19][C:20](=[O:24])[NH:21][C:22]2=[O:23])=[O:17]. The reactants are CCCBr, CCN(Cc1cc(Br)ccc1O)c1ccc(C(=O)OC)cn1, O=C([O-])[O-], [K+], [K+], CN(C)C=O. Yields the product CCCOc1ccc(Br)cc1CN(CC)c1ccc(C(=O)OC)cn1. RXN SMILES: [Br:1][CH2:2][CH2:3][CH3:4].[Br:5][c:6]1[cH:7][cH:8][c:9]([OH:26])[c:10]([CH2:11][N:12]([CH2:13][CH3:14])[c:15]2[n:16][cH:17][c:18]([C:21](=[O:22])[O:23][CH3:24])[cH:19][cH:20]2)[cH:25]1.[C:27](=[O:28])([O-:29])[O-:30].[K+:31].[K+:32].[O:33]=[CH:34][N:35]([CH3:36])[CH3:37]>>[CH2:2]([CH2:3][CH3:4])[O:26][c:9]1[cH:8][cH:7][c:6]([Br:5])[cH:25][c:10]1[CH2:11][N:12]([CH2:13][CH3:14])[c:15]1[n:16][cH:17][c:18]([C:21](=[O:22])[O:23][CH3:24])[cH:19][cH:20]1. Reactants: OC=1C=NC=C(C(=O)OC)C1 (methyl 5-hydroxynicotinate). Run in CO (MeOH). Yields the product O[C@@H]1C[C@@H](CNC1)C(=O)OC (methyl cis-5-hydroxypiperidine-3-carboxylate). RXN SMILES: [OH:1][C:2]1[CH:3]=[N:4][CH:5]=[C:6]([CH:11]=1)[C:7]([O:9][CH3:10])=[O:8]>CO>[OH:1][C@H:2]1[CH2:3][NH:4][CH2:5][C@@H:6]([C:7]([O:9][CH3:10])=[O:8])[CH2:11]1. Reported procedure: A solution of methyl 5-hydroxynicotinate (1.50 g) in MeOH (30 ml) was hydrogenated (ca. 4 atm) for 3 days in a Parr low-pressure hydrogenation apparatus with a 5 wt. % Rh on Al2O3 catalyst (300 mg) at 70° C. Rh on Al2O3 catalyst was filtered off and the filtrate was concentrated in vacuo to give the crude methyl cis-5-hydroxypiperidine-3-carboxylate as a pale yellow oil. Starting materials: N#Cc1cncc(Br)c1, CCO, Cl, [K+], [K+], NO, O=C([O-])[O-]. As a reaction SMILES: [Br:1][c:2]1[cH:3][n:4][cH:5][c:6]([C:8]#[N:9])[cH:7]1.[CH3:19][CH2:20][OH:21].[ClH:10].[K+:13].[K+:14].[NH2:11][OH:12].[O-:15][C:16]([O-:17])=[O:18]>>[Br:1][c:2]1[cH:3][n:4][cH:5][c:6]([C:8]([NH2:9])=[N:11][OH:12])[cH:7]1. Product: NC(=NO)c1cncc(Br)c1. The reactants are ClC1=CC=C(S1)C1CC(C=2C(=CC=NC2C1)C)=O (7-(5-chloro-2-thienyl)-4-methyl-5,6,7,8-tetrahydroquinolin-5-one), C(=N)(N)NN.Cl (aminoguanidine hydrochloride), Cl (hydrochloric acid), O (water). The solvent is C(C)O (ethanol). Yields the product Cl.ClC1=CC=C(S1)C1CCC=2C(=CC=NC2C1)C (7-(5-chloro-2-thienyl)-4-methyl-5,6,7,8-tetrahydroquinoline hydrochloride). Isolated yield 60.9%. As a reaction SMILES: [Cl:1][C:2]1[S:6][C:5]([CH:7]2[CH2:16][C:15]3[N:14]=[CH:13][CH:12]=[C:11]([CH3:17])[C:10]=3[C:9](=O)[CH2:8]2)=[CH:4][CH:3]=1.C(NN)(N)=N.Cl.Cl.O>C(O)C>[ClH:1].[Cl:1][C:2]1[S:6][C:5]([CH:7]2[CH2:16][C:15]3[N:14]=[CH:13][CH:12]=[C:11]([CH3:17])[C:10]=3[CH2:9][CH2:8]2)=[CH:4][CH:3]=1 |f:1.2,6.7|. Procedure details: A mixture of 7-(5-chloro-2-thienyl)-4-methyl-5,6,7,8-tetrahydroquinolin-5-one (0.79 g), aminoguanidine hydrochloride (0.33 g), concentrated hydrochloric acid (0.7 ml), water (0.7 ml) and ethanol (40 ml) was refluxed for 8.5 hours. Under reduced pressure, the solvent was evaporated, and the residue was washed with ethanol and recrystallized from ethanol-water. The resulting crystals were washed with ethanol to give 7-(5-chloro-2-thienyl)-4-methyl-5,6,7,8-tetrahydroquinoline hydrochloride (Compoun...